Dataset: the Open Reaction Database (ORD), a public repository of structured organic reaction records. Task: describe an organic reaction: reactants, conditions, products, and yield RXN SMILES: [Br:1][c:2]1[c:3](-[c:18]2[cH:19][c:20]([CH:21]=[CH:22][C:23](=[O:24])[OH:25])[cH:26][cH:27][cH:28]2)[cH:4][c:5]([O:12][CH2:13][CH2:14][CH2:15][CH2:16][CH3:17])[c:6]2[cH:7][cH:8][cH:9][cH:10][c:11]12.[CH2:29]1[O:30][CH2:31][CH2:32][CH2:33]1.[CH2:34]([Li:35])[CH2:36][CH2:37][CH3:38].[CH3:41][CH2:42][CH2:43][CH2:44][CH2:45][CH3:46].[ClH:39].[OH2:40]>>[cH:2]1[c:3](-[c:18]2[cH:19][c:20]([CH:21]=[CH:22][C:23](=[O:24])[OH:25])[cH:26][cH:27][cH:28]2)[cH:4][c:5]([O:12][CH2:13][CH2:14][CH2:15][CH2:16][CH3:17])[c:6]2[cH:7][cH:8][cH:9][cH:10][c:11]12. Yields the product CCCCCOc1cc(-c2cccc(C=CC(=O)O)c2)cc2ccccc12. The reactants are CCCCCOc1cc(-c2cccc(C=CC(=O)O)c2)c(Br)c2ccccc12, C1CCOC1, [Li]CCCC, CCCCCC, Cl, O. The reactants are CC(C)(C)c1c(N)nn2cccnc12, O=C(Cl)CCC1CCCCC1. Product: CC(C)(C)c1c(NC(=O)CCC2CCCCC2)nn2cccnc12. Reaction SMILES: [C:1]([CH3:2])([CH3:3])([CH3:4])[c:5]1[c:6]([NH2:14])[n:7][n:8]2[c:9]1[n:10][cH:11][cH:12][cH:13]2.[CH:15]1([CH2:21][CH2:22][C:23](=[O:24])[Cl:25])[CH2:16][CH2:17][CH2:18][CH2:19][CH2:20]1>>[C:1]([CH3:2])([CH3:3])([CH3:4])[c:5]1[c:6]([NH:14][C:23]([CH2:22][CH2:21][CH:15]2[CH2:16][CH2:17][CH2:18][CH2:19][CH2:20]2)=[O:24])[n:7][n:8]2[c:9]1[n:10][cH:11][cH:12][cH:13]2. Reactants: NC=1SC=CN1 (2-Aminothiazole), N1=CC=CC=C1 (pyridine), [N+](=O)([O-])C1=CC=C(C(=O)Cl)C=C1 (4-nitro benzoic acid chloride). The solvent is ClCCCl (1,2-dichloroethane), ClCCCl (1,2-dichloroethane). Reaction conditions: temperature 60 celsius. Product: [N+](=O)([O-])C1=CC=C(C(=O)NC=2SC=CN2)C=C1 (4-nitro-N-thiazol-2-yl-benzamide). The yield is 96.0%. RXN SMILES: [NH2:1][C:2]1[S:3][CH:4]=[CH:5][N:6]=1.N1C=CC=CC=1.[N+:13]([C:16]1[CH:24]=[CH:23][C:19]([C:20](Cl)=[O:21])=[CH:18][CH:17]=1)([O-:15])=[O:14]>ClCCCl>[N+:13]([C:16]1[CH:17]=[CH:18][C:19]([C:20]([NH:1][C:2]2[S:3][CH:4]=[CH:5][N:6]=2)=[O:21])=[CH:23][CH:24]=1)([O-:15])=[O:14]. Reported procedure: 2-Aminothiazole (100 mmol) was suspended in 1,2-dichloroethane (200 mL) and pyridine (100 mmol) was added. The mixture was added portion wise to a suspension of 4-nitro benzoic acid chloride (150 mmol) in 1,2-dichloroethane (500 mL) and stirred at 60° C. over night. The reaction mixture was cooled and filtered. The filtrate was washed with 1,2-dichloroethane and dried in vacuo to give 4-nitro-N-thiazol-2-yl-benzamide. The reactants are CC1=NN(C(=N1)C)C1=CC(=NC(=N1)C(F)(F)F)[C@H]1[C@@H](C1)C=O (trans-2-(6-(3,5-dimethyl-1H-1,2,4-triazol-1-yl)-2-(trifluoromethyl)pyrimidin-4-yl)cyclopropanecarbaldehyde), CNC=1C(=CC=CC1)N (N1-methylbenzene-1,2-diamine), CC(=O)O (AcOH). The reagents and catalysts are [O-]S(=O)(=O)[O-].[Cu+2] (CuSO4). Run in C(C)O (ethanol). Run at time 4 hour. The product is CC1=NN(C(=N1)C)C1=CC(=NC(=N1)C(F)(F)F)[C@H]1[C@@H](C1)C1=NC2=C(N1C)C=CC=C2 (trans-2-(2-(6-(3,5-dimethyl-1H-1,2,4-triazol-1-yl)-2-(trifluoromethyl)pyrimidin-4-yl)cyclopropyl)-1-methyl-1H-benzo[d]imidazole). Reaction SMILES: [CH3:1][C:2]1[N:6]=[C:5]([CH3:7])[N:4]([C:8]2[N:13]=[C:12]([C:14]([F:17])([F:16])[F:15])[N:11]=[C:10]([C@@H:18]3[CH2:20][C@H:19]3[CH:21]=O)[CH:9]=2)[N:3]=1.[CH3:23][NH:24][C:25]1[C:26]([NH2:31])=[CH:27][CH:28]=[CH:29][CH:30]=1.CC(O)=O>C(O)C.[O-]S([O-])(=O)=O.[Cu+2]>[CH3:1][C:2]1[N:6]=[C:5]([CH3:7])[N:4]([C:8]2[N:13]=[C:12]([C:14]([F:17])([F:16])[F:15])[N:11]=[C:10]([C@@H:18]3[CH2:20][C@H:19]3[C:21]3[N:24]([CH3:23])[C:25]4[CH:30]=[CH:29][CH:28]=[CH:27][C:26]=4[N:31]=3)[CH:9]=2)[N:3]=1 |f:4.5|. Procedure: To the mixture of trans-2-(6-(3,5-dimethyl-1H-1,2,4-triazol-1-yl)-2-(trifluoromethyl)pyrimidin-4-yl)cyclopropanecarbaldehyde (16-6, 280 mg, 0.899 mmol, 1.0 eq.) and N1-methylbenzene-1,2-diamine (0.11 mL, 0.989 mmol, 1.1 eq.) in anhydrous ethanol (5.0 mL) at room temperature was added glacial AcOH (0.062 mL, 1.08 mmol, 1.2 eq.) followed by anhydrous CuSO4 (158 mg, 0.989 mmol, 1.1 eq.). The resulting brownish mixture was stirred at room temperature for 4 hours under an atmosphere of nitrogen gas. ... The reactants are C1(=CC=CC=C1)CC(=O)Cl (phenylacetyl chloride), C(C)N (ethylamine). The solvent is C1=CC=CC=C1 (benzene), C1=CC=CC=C1 (benzene). Product: C(C)NC(CC1=CC=CC=C1)=O (N-ethyl phenylacetamide). As a reaction SMILES: [C:1]1([CH2:7][C:8](Cl)=[O:9])[CH:6]=[CH:5][CH:4]=[CH:3][CH:2]=1.[CH2:11]([NH2:13])[CH3:12]>C1C=CC=CC=1>[CH2:11]([NH:13][C:8](=[O:9])[CH2:7][C:1]1[CH:6]=[CH:5][CH:4]=[CH:3][CH:2]=1)[CH3:12]. Procedure details: Dissolved 15 g (0.1 mol) of phenylacetyl chloride in 100 ml of benzene. While stirring on a magnetic stirrer, added 25 g of ethylamine (0.5 mol) into the benzene solution at 20°-30° C. After reaction, the solution was washed with water, dehydrated with anhydrous magnesium sulfate. The solvent was removed by rotary evaporator and the residue was purified by column chromatography as compound 3-1 to yield N-ethyl phenylacetamide as yellowish crystal. Yield, 14 g (85%). The solvent is O (Water). The product is ClC1=CC=C(S1)C(CC(=O)OCC)=O (ethyl 3-(5-chloro-2-thienyl)-3-oxopropionate). The reactants are C(C)(=O)C=1SC(=CC1)Cl (2-acetyl-5-chlorothiophene), [H-].[Na+] (sodium hydride), C(OCC)(OCC)=O (diethyl carbonate), Cl (hydrochloric acid). As a reaction SMILES: [C:1]([C:4]1[S:5][C:6]([Cl:9])=[CH:7][CH:8]=1)(=[O:3])[CH3:2].[H-].[Na+].[C:12](=O)([O:16]CC)[O:13][CH2:14][CH3:15].Cl>O>[Cl:9][C:6]1[S:5][C:4]([C:1](=[O:3])[CH2:2][C:12]([O:13][CH2:14][CH3:15])=[O:16])=[CH:8][CH:7]=1 |f:1.2|. Procedure: A mixture of 2-acetyl-5-chlorothiophene (10.0 g), sodium hydride (60%, oil, 2.49 g) and diethyl carbonate (80 ml) was stirred at 80° C. for 30 min. Water was added to the reaction mixture, and the mixture was neutralized with dilute hydrochloric acid and extracted with ethyl acetate. The ethyl acetate layer was washed with saturated brine, dried (MgSO4) and concentrated. The residue was subjected to silica gel column chromatography, and ethyl 3-(5-chloro-2-thienyl)-3-oxopropionate was obtained a... Reaction conditions: temperature 80 celsius, time 30 minute. Starting materials: Cc1ccc(C(=O)c2cccn2CC=Cc2cccc(OC(C)C(=O)N3CCOCC3)c2)cc1, CO, [Li+], C1CCOC1, [OH-]. The product is Cc1ccc(C(=O)c2cccn2CC=Cc2cccc(OC(C)C(=O)O)c2)cc1. RXN SMILES: [CH3:1][CH:2]([C:3](=[O:4])[N:5]1[CH2:6][CH2:7][O:8][CH2:9][CH2:10]1)[O:11][c:12]1[cH:13][c:14]([CH:18]=[CH:19][CH2:20][n:21]2[c:22]([C:26](=[O:27])[c:28]3[cH:29][cH:30][c:31]([CH3:34])[cH:32][cH:33]3)[cH:23][cH:24][cH:25]2)[cH:15][cH:16][cH:17]1.[CH3:42][OH:43].[Li+:35].[O:37]1[CH2:38][CH2:39][CH2:40][CH2:41]1.[OH-:36]>>[CH3:1][CH:2]([C:3]([OH:4])=[O:36])[O:11][c:12]1[cH:13][c:14]([CH:18]=[CH:19][CH2:20][n:21]2[c:22]([C:26](=[O:27])[c:28]3[cH:29][cH:30][c:31]([CH3:34])[cH:32][cH:33]3)[cH:23][cH:24][cH:25]2)[cH:15][cH:16][cH:17]1.